This data is from the Open Reaction Database (ORD), a public repository of structured organic reaction records. The task is: describe an organic reaction: reactants, conditions, products, and yield Reactants: BrC1=CC=C(C=C1)C(CS(=O)(=O)CC1=CC=C(C=C1)OC)=O (1-(4-bromophenyl)-2-(4-methoxybenzylsulfonyl)ethanone), BrC1=CC=C(C=O)C=C1 (4-bromobenzaldehyde). Yields the product BrC1=CC=C(C=C1)C(/C(=C\C1=CC=C(C=C1)Br)/S(=O)(=O)CC1=CC=C(C=C1)OC)=O ((E)-1-(4-bromophenyl)-2-(4-methoxybenzylsulfonyl)-3-(4-bromophenyl)-prop-2-en-1-one). As a reaction SMILES: [Br:1][C:2]1[CH:7]=[CH:6][C:5]([C:8](=[O:22])[CH2:9][S:10]([CH2:13][C:14]2[CH:19]=[CH:18][C:17]([O:20][CH3:21])=[CH:16][CH:15]=2)(=[O:12])=[O:11])=[CH:4][CH:3]=1.[Br:23][C:24]1[CH:31]=[CH:30][C:27]([CH:28]=O)=[CH:26][CH:25]=1>>[Br:1][C:2]1[CH:3]=[CH:4][C:5]([C:8](=[O:22])/[C:9](/[S:10]([CH2:13][C:14]2[CH:15]=[CH:16][C:17]([O:20][CH3:21])=[CH:18][CH:19]=2)(=[O:11])=[O:12])=[CH:28]\[C:27]2[CH:30]=[CH:31][C:24]([Br:23])=[CH:25][CH:26]=2)=[CH:6][CH:7]=1. Procedure details: The title compound is prepared by the methods described in Synthesis Example 10. A solution of 1-(4-bromophenyl)-2-(4-methoxybenzylsulfonyl)ethanone (10 mmol) and 4-bromobenzaldehyde (10 mmol) was subjected to the procedure described as Method A in part C of Synthesis Example 10 and the product obtained was purified by column chromatography. m.p. 146-150° C. Yields the product OC(c1ccccc1)C1CCCN1. As a reaction SMILES: [C:1]([O:2][C:3]([CH3:4])([CH3:5])[CH3:6])(=[O:7])[N:8]1[CH:9]([CH:13]([c:14]2[cH:15][cH:16][cH:17][cH:18][cH:19]2)[OH:20])[CH2:10][CH2:11][CH2:12]1.[Cl:28][CH2:29][Cl:30].[OH:21][C:22]([C:23]([F:24])([F:25])[F:26])=[O:27]>>[NH:8]1[CH:9]([CH:13]([c:14]2[cH:15][cH:16][cH:17][cH:18][cH:19]2)[OH:20])[CH2:10][CH2:11][CH2:12]1. Reactants: CC(C)(C)OC(=O)N1CCCC1C(O)c1ccccc1, ClCCl, O=C(O)C(F)(F)F. Reactants: FC1=CC=C(C=C1)CC1=CN=C2C(=C(C(N(C2=C1)CCN1C(CCCC1)=O)=O)C(=O)OCC)O (ethyl 7-[(4-fluorophenyl)methyl]-4-hydroxy-2-oxo-1-[2-(2-oxo-1-piperidinyl)ethyl]-1,2-dihydro-1,5-naphthyridine-3-carboxylate), N[C@H](CC(=O)OC(C)(C)C)C (1,1-dimethylethyl (3S)-3-aminobutanoate). The product is FC1=CC=C(C=C1)CC1=CN=C2C(=C(C(N(C2=C1)CCN1C(CCCC1)=O)=O)C(=O)N[C@H](CC(=O)OC(C)(C)C)C)O (1,1-dimethylethyl (3S)-3-[({7-[(4-fluorophenyl)methyl]-4-hydroxy-2-oxo-1-[2-(2-oxo-1-piperidinyl)ethyl]-1,2-dihydro-1,5-naphthyridine-3-yl]carbonyl)amino}butanoate). RXN SMILES: [F:1][C:2]1[CH:7]=[CH:6][C:5]([CH2:8][C:9]2[CH:18]=[C:17]3[C:12]([C:13]([OH:34])=[C:14]([C:29](OCC)=[O:30])[C:15](=[O:28])[N:16]3[CH2:19][CH2:20][N:21]3[CH2:26][CH2:25][CH2:24][CH2:23][C:22]3=[O:27])=[N:11][CH:10]=2)=[CH:4][CH:3]=1.[NH2:35][C@@H:36]([CH3:45])[CH2:37][C:38]([O:40][C:41]([CH3:44])([CH3:43])[CH3:42])=[O:39]>>[F:1][C:2]1[CH:7]=[CH:6][C:5]([CH2:8][C:9]2[CH:18]=[C:17]3[C:12]([C:13]([OH:34])=[C:14]([C:29]([NH:35][C@@H:36]([CH3:45])[CH2:37][C:38]([O:40][C:41]([CH3:44])([CH3:43])[CH3:42])=[O:39])=[O:30])[C:15](=[O:28])[N:16]3[CH2:19][CH2:20][N:21]3[CH2:26][CH2:25][CH2:24][CH2:23][C:22]3=[O:27])=[N:11][CH:10]=2)=[CH:4][CH:3]=1. Procedure: This compound was prepared from ethyl 7-[(4-fluorophenyl)methyl]-4-hydroxy-2-oxo-1-[2-(2-oxo-1-piperidinyl)ethyl]-1,2-dihydro-1,5-naphthyridine-3-carboxylate and 1,1-dimethylethyl (3S)-3-aminobutanoate using methods similar to Example 563 to provide an orange solid: 1H NMR (300 MHz, DMSO-d6) δ ppm 1.25 (d, J=6.74 Hz, 3 H), 1.39 (s, 9 H), 1.52-1.67 (m, 4 H), 1.99-2.11 (m, 2 H), 2.52-2.58 (m, 2 H), 3.19-3.30 (m, 2 H), 3.49 (t, J=6.84 Hz, 2 H), 4.16 (s, 2 H), 4.35-4.42 (m, 3 H), 7.11-7.17 (m, 2 H),...